Dataset: the Open Reaction Database (ORD), a public repository of structured organic reaction records. Task: describe an organic reaction: reactants, conditions, products, and yield Starting materials: P(OC(C(CBr)(C)C)(Br)Br)(OC(C(CBr)(C)C)(Br)Br)(=O)Cl (bis(tribromoneopentyl) phosphorochloridate), O (water). Solvent: C1=CC=CC=C1 (benzene). The product is P(=O)(OC(C(CBr)(C)C)(Br)Br)(OC(C(CBr)(C)C)(Br)Br)O (bis(tribromoneopentyl) hydrogen phosphate). RXN SMILES: [P:1](Cl)(=[O:20])([O:11][C:12]([Br:19])([Br:18])[C:13]([CH3:17])([CH3:16])[CH2:14][Br:15])[O:2][C:3]([Br:10])([Br:9])[C:4]([CH3:8])([CH3:7])[CH2:5][Br:6].[OH2:22]>C1C=CC=CC=1>[P:1]([OH:20])([O:11][C:12]([Br:19])([Br:18])[C:13]([CH3:17])([CH3:16])[CH2:14][Br:15])([O:2][C:3]([Br:10])([Br:9])[C:4]([CH3:8])([CH3:7])[CH2:5][Br:6])=[O:22]. Procedure details: A solution of bis(tribromoneopentyl) phosphorochloridate in benzene was stirred with water. Crystalline solids slowly came out, and were removed by filtration. The product was a colorless crystalline solid, m.p. 130°C. Titration with standard 0.1-N NaOH in aqueous acetone medium or KOH in methanol showed it to have an equivalent weight of 710 corresponding to [(CHBr)3CCH2O]2P(O)(OH), bis(tribromoneopentyl) hydrogen phosphate. The aqueous acetone sodium salt solution or the alcoholic potassium sa...